From a dataset of the Open Reaction Database (ORD), a public repository of structured organic reaction records. describe an organic reaction: reactants, conditions, products, and yield The reactants are CN1CCCC1=O, COCCOCCOC, Nc1ccc(F)c(Cl)c1, Cc1cc(C(=O)NCCN2CCOCC2)[nH]c1C=C1C(=O)Nc2ncnc(Cl)c21, O, Cc1ccc(S(=O)(=O)O)cc1. The product is Cl, Cc1cc(C(=O)NCCN2CCOCC2)[nH]c1C=C1C(=O)Nc2ncnc(Nc3ccc(F)c(Cl)c3)c21. Reaction SMILES: [CH3:51][N:52]1[CH2:53][CH2:54][CH2:55][C:56]1=[O:57].[CH3:58][O:59][CH2:60][CH2:61][O:62][CH2:63][CH2:64][O:65][CH3:66].[Cl:30][c:31]1[cH:32][c:33]([NH2:38])[cH:34][cH:35][c:36]1[F:37].[O:1]1[CH2:2][CH2:3][N:4]([CH2:7][CH2:8][NH:9][C:10](=[O:11])[c:12]2[nH:13][c:14]([CH:18]=[C:19]3[C:20](=[O:29])[NH:21][c:22]4[n:23][cH:24][n:25][c:26]([Cl:28])[c:27]43)[c:15]([CH3:17])[cH:16]2)[CH2:5][CH2:6]1.[OH2:39].[c:40]1([CH3:41])[cH:42][cH:43][c:44]([S:45]([OH:46])(=[O:47])=[O:48])[cH:49][cH:50]1>>[ClH:28].[O:1]1[CH2:2][CH2:3][N:4]([CH2:7][CH2:8][NH:9][C:10](=[O:11])[c:12]2[nH:13][c:14]([CH:18]=[C:19]3[C:20](=[O:29])[NH:21][c:22]4[n:23][cH:24][n:25][c:26]([NH:38][c:33]5[cH:32][c:31]([Cl:30])[c:36]([F:37])[cH:35][cH:34]5)[c:27]43)[c:15]([CH3:17])[cH:16]2)[CH2:5][CH2:6]1.